From a dataset of the Open Reaction Database (ORD), a public repository of structured organic reaction records. describe an organic reaction: reactants, conditions, products, and yield Reactants: O[C@@H]([C@@H]([C@@H](CO)O)O)C=1N=C(NC1)C(C)=O (1-[4-((1R,2S,3R)-1,2,3,4-Tetrahydroxy-butyl)-1H-imidazol-2-yl]-ethanone), C(C1=CN=CC=C1)(=O)NN (Nicotinic acid hydrazide). Reagents/catalysts: Cl (hydrochloric acid). The solvent is O (water), CO (methanol). Reaction conditions: temperature 50 celsius, time 48 hour. Yields the product O[C@@H]([C@@H]([C@@H](CO)O)O)C=1N=C(NC1)\C(\C)=N\NC(C1=CN=CC=C1)=O ((E)-N′-(1-(4-((1R,2S,3R)-1.2.3.4-tetrahydroxybutyl)-1H-imidazol-2-yl)ethylidene)nicotinohydrazide). RXN SMILES: [OH:1][C@H:2]([C:9]1[N:10]=[C:11]([C:14](=O)[CH3:15])[NH:12][CH:13]=1)[C@H:3]([OH:8])[C@H:4]([OH:7])[CH2:5][OH:6].[C:17]([NH:25][NH2:26])(=[O:24])[C:18]1[CH:23]=[CH:22][CH:21]=[N:20][CH:19]=1>CO.O.Cl>[OH:1][C@H:2]([C:9]1[N:10]=[C:11](/[C:14](=[N:26]/[NH:25][C:17](=[O:24])[C:18]2[CH:23]=[CH:22][CH:21]=[N:20][CH:19]=2)/[CH3:15])[NH:12][CH:13]=1)[C@H:3]([OH:8])[C@H:4]([OH:7])[CH2:5][OH:6]. Procedure details: 1-[4-((1R,2S,3R)-1,2,3,4-Tetrahydroxy-butyl)-1H-imidazol-2-yl]-ethanone (215 mg, 0.93 mmol) was suspended in methanol (3 ml) and water (1 ml). Nicotinic acid hydrazide (137 mg, 1.0 mmol, 1.1 eq.) and hydrochloric acid (one drop, 12 N) were added, and the suspension was stirred at 50° C. for 48 hours. LCMS analysis indicated the formation of the product and the absence of starting material. The reaction mixture was cooled to room temperature, and partially concentrated in vacuo. The resulting whi... Starting materials: C(C)(C)(C)OC(=O)N1[C@H](CCC1)COC1=CC=C(C=C1)OC1=CC=C(C=C1)C=1C=NC=CC1 ((R)-2-[4-(4-Pyridin-3-yl-phenoxy)-phenoxymethyl]-pyrrolidine-1-carboxylic acid tert-butyl ester), Cl (HCl). Run in O1CCOCC1 (dioxane), O1CCOCC1 (dioxane). The product is Cl.N1[C@H](CCC1)COC1=CC=C(OC2=CC=C(C=C2)C=2C=NC=CC2)C=C1 (3-{4-[4-((R)-1-Pyrrolidin-2-ylmethoxy)-phenoxy]-phenyl}-pyridine hydrochloride salt). The yield is 95.0%. Reaction SMILES: C(OC([N:8]1[CH2:12][CH2:11][CH2:10][C@@H:9]1[CH2:13][O:14][C:15]1[CH:20]=[CH:19][C:18]([O:21][C:22]2[CH:27]=[CH:26][C:25]([C:28]3[CH:29]=[N:30][CH:31]=[CH:32][CH:33]=3)=[CH:24][CH:23]=2)=[CH:17][CH:16]=1)=O)(C)(C)C.[ClH:34]>O1CCOCC1>[ClH:34].[NH:8]1[CH2:12][CH2:11][CH2:10][C@@H:9]1[CH2:13][O:14][C:15]1[CH:16]=[CH:17][C:18]([O:21][C:22]2[CH:27]=[CH:26][C:25]([C:28]3[CH:29]=[N:30][CH:31]=[CH:32][CH:33]=3)=[CH:24][CH:23]=2)=[CH:19][CH:20]=1 |f:3.4|. Procedure details: To a solution of the product from step 3 (100 mg, 0.22 mmol) in dioxane (1 mL) was added 4 M HCl in dioxane (5 mL) at rt and the resulting residue was triturated with ether and dried under vacuum to obtain the title product (79 mg, 95%): MS; m/z 347.7 (M°H); 1H NMR (400 MHz, DMSO-d6); δ 1.72-1.77 (m, 1H), 1.90-2.00 (m, 2H), 2.11-2.15 (m, 1H), 3.21-3.24 (m, 2H), 3.89-3.91 (m, 1H), 4.15-4.19 (m, 2H), 7.05-7.13 (m, 6H), 7.83-7.86 (m, 2H), 7.94 (dd, 2H, J1=5.2 Hz, J2=8 Hz), 8.63 (d, 1H, J=7.6 Hz), 8... The reactants are C1CCOC1, CCOC(=O)COc1cc(C2COc3c(C)c(C)c(NC(=O)CC(C)(C)C)c(C)c32)ccc1C(C)C, O. Product: Cc1c(C)c2c(c(C)c1NC(=O)CC(C)(C)C)C(c1ccc(C(C)C)c(OCCO)c1)CO2. RXN SMILES: [CH2:38]1[O:39][CH2:40][CH2:41][CH2:42]1.[CH3:1][C:2]([CH2:3][C:4](=[O:5])[NH:6][c:7]1[c:8]([CH3:34])[c:9]([CH3:33])[c:10]2[c:11]([c:31]1[CH3:32])[CH:12]([c:15]1[cH:16][cH:17][c:18]([CH:28]([CH3:29])[CH3:30])[c:19]([O:20][CH2:21][C:22](=[O:23])[O:24][CH2:25][CH3:26])[cH:27]1)[CH2:13][O:14]2)([CH3:35])[CH3:36].[OH2:37]>>[CH3:1][C:2]([CH2:3][C:4](=[O:5])[NH:6][c:7]1[c:8]([CH3:34])[c:9]([CH3:33])[c:10]2[c:11]([c:31]1[CH3:32])[CH:12]([c:15]1[cH:16][cH:17][c:18]([CH:28]([CH3:29])[CH3:30])[c:19]([O:20][CH2:21][CH2:22][OH:23])[cH:27]1)[CH2:13][O:14]2)([CH3:35])[CH3:36]. The reactants are BrC1=CC(=C(C=C1)S(=O)(=O)N(CC)CC)F (4-bromo-N,N-diethyl-2-fluorobenzenesulfonamide), C(C)(C)(C)P(C(C)(C)C)C(C)(C)C (Tri-t-butylphosphine), C(#N)C1=CC=C(N1C)B(O)O (5-cyano-1-methyl-1H-pyrrol-2-ylboronic acid), [F-].[K+] (potassium fluoride). The reagents and catalysts are C=1C=CC(=CC1)/C=C/C(=O)/C=C/C2=CC=CC=C2.C=1C=CC(=CC1)/C=C/C(=O)/C=C/C2=CC=CC=C2.C=1C=CC(=CC1)/C=C/C(=O)/C=C/C2=CC=CC=C2.[Pd].[Pd] (tris(dibenzylideneacetone)dipalladium(0)). Run at time 16 hour. Product: C(#N)C1=CC=C(N1C)C1=CC(=C(C=C1)S(=O)(=O)N(CC)CC)F (4-(5-cyano-1-methyl-1H-pyrrol-2-yl)-N,N-diethyl-2-fluorobenzenesulfonamide). The yield is 31.8%. Reaction SMILES: Br[C:2]1[CH:7]=[CH:6][C:5]([S:8]([N:11]([CH2:14][CH3:15])[CH2:12][CH3:13])(=[O:10])=[O:9])=[C:4]([F:16])[CH:3]=1.[C:17]([C:19]1[N:23]([CH3:24])[C:22](B(O)O)=[CH:21][CH:20]=1)#[N:18].[F-].[K+].C(P(C(C)(C)C)C(C)(C)C)(C)(C)C>C1C=CC(/C=C/C(/C=C/C2C=CC=CC=2)=O)=CC=1.C1C=CC(/C=C/C(/C=C/C2C=CC=CC=2)=O)=CC=1.C1C=CC(/C=C/C(/C=C/C2C=CC=CC=2)=O)=CC=1.[Pd].[Pd]>[C:17]([C:19]1[N:23]([CH3:24])[C:22]([C:2]2[CH:7]=[CH:6][C:5]([S:8]([N:11]([CH2:14][CH3:15])[CH2:12][CH3:13])(=[O:10])=[O:9])=[C:4]([F:16])[CH:3]=2)=[CH:21][CH:20]=1)#[N:18] |f:2.3,5.6.7.8.9|. Procedure details: According to general procedure B, 4-bromo-N,N-diethyl-2-fluorobenzenesulfonamide (183 mg, 0.59 mmol), 5-cyano-1-methyl-1H-pyrrol-2-ylboronic acid (106 mg, 0.70 mmol), potassium fluoride (113 mg, 1.95 mmol), and tris(dibenzylideneacetone)dipalladium(0) (15 mg, 0.01 mmol) were placed in an oven dried flask under nitrogen and dry THF (1.4 mL) was added. Tri-t-butylphosphine (89 μL, 0.02 mmol, 10 wt % in hexane) was added and the reaction was stirred for 16 hours. 4-(5-cyano-1-methyl-1H-pyrrol-2-yl)... Starting materials: CC(=O)SCCC(=O)Cl, O=C([O-])[O-], CCOC(=O)C1Cc2cc(OC)c(OC)cc2N1, ClCCl, [K+], [K+]. The product is CCOC(=O)C1Cc2cc(OC)c(OC)cc2N1C(=O)CCSC(C)=O. Reaction SMILES: [C:1]([CH3:2])(=[O:3])[S:4][CH2:5][CH2:6][C:7](=[O:8])[Cl:9].[C:28](=[O:29])([O-:30])[O-:31].[CH2:10]([CH3:11])[O:12][C:13](=[O:14])[CH:15]1[NH:16][c:17]2[cH:18][c:19]([O:26][CH3:27])[c:20]([O:24][CH3:25])[cH:21][c:22]2[CH2:23]1.[CH2:34]([Cl:35])[Cl:36].[K+:32].[K+:33]>>[C:1]([CH3:2])(=[O:3])[S:4][CH2:5][CH2:6][C:7](=[O:8])[N:16]1[CH:15]([C:13]([O:12][CH2:10][CH3:11])=[O:14])[CH2:23][c:22]2[c:17]1[cH:18][c:19]([O:26][CH3:27])[c:20]([O:24][CH3:25])[cH:21]2. Starting materials: ClC1=C(C(=CC(=C1)OC)Cl)C=1C(=NN2C1N=C(C=C2NCCN)C)C (N-[3-(2,6-dichloro-4-methoxy-phenyl)-2,5-dimethyl-pyrazolo[1,5-a]pyrimidin-7-yl]-ethane-1,2-diamine), O1CCC(CC1)=O (tetrahydro-4H-pyran-4-one), C(#N)[BH3-].[Na+] (sodium cyanoborohydride), Cl (HCl). Run in CO (methanol), C(C)(=O)O (acetic acid), CCOCC (ether). Reaction conditions: time 1 hour. The product is ClC1=CC(=NC=2N1N=C(C2C2=C(C=C(C=C2Cl)OC)Cl)C)C (7-Chloro-3-(2,6-dichloro-4-methoxy-phenyl)-2,5-dimethyl-pyrazolo[1,5-a]pyrimidine). The yield is 94.0%. RXN SMILES: [Cl:1][C:2]1[CH:7]=[C:6]([O:8][CH3:9])[CH:5]=[C:4]([Cl:10])[C:3]=1[C:11]1[C:12]([CH3:25])=[N:13][N:14]2[C:19](NCCN)=[CH:18][C:17]([CH3:24])=[N:16][C:15]=12.O1CCC(=O)CC1.C([BH3-])#N.[Na+].[ClH:37]>CO.CCOCC.C(O)(=O)C>[Cl:37][C:19]1[N:14]2[N:13]=[C:12]([CH3:25])[C:11]([C:3]3[C:2]([Cl:1])=[CH:7][C:6]([O:8][CH3:9])=[CH:5][C:4]=3[Cl:10])=[C:15]2[N:16]=[C:17]([CH3:24])[CH:18]=1 |f:2.3|. Procedure details: To a stirred solution of N-[3-(2,6-dichloro-4-methoxy-phenyl)-2,5-dimethyl-pyrazolo[1,5-a]pyrimidin-7-yl]-ethane-1,2-diamine (3.32 g, 8.7 mmol) and tetrahydro-4H-pyran-4-one (1.8 g, 18 mmol) in methanol (60 mL)/acetic acid (1.6 g) was added sodium cyanoborohydride (1.1 g, 17 mmol), portionwise. After stirring 1 hour the reaction was concentrated under reduced pressure and then extracted from saturated aqueous sodium bicarbonate with ethyl acetate. The combined extracts were dried (Na2SO4), conce...